Dataset: the Open Reaction Database (ORD), a public repository of structured organic reaction records. Task: describe an organic reaction: reactants, conditions, products, and yield Starting materials: COC1=CC=C(C=C1)N1CCNCC1 (4 -(4-methoxyphenyl)piperazine), ICC([C@H]1[C@@H](C[C@H]2[C@@H]3CCC4=CC(C=C[C@]4(C)C3=CC[C@]12C)=O)C)=O (21-iodo-16αmethylpregna-1,4,9(11)-triene-3,20-dione). The product is COC1=CC=C(C=C1)N1CCN(CC1)CC([C@H]1[C@@H](C[C@H]2[C@@H]3CCC4=CC(C=C[C@]4(C)C3=CC[C@]12C)=O)C)=O (21-[4-(4-Methoxyphenyl)-1-piperazinyl]-16α-methylpregna-1,4,9(11)triene-3,20-dione). RXN SMILES: [CH3:1][O:2][C:3]1[CH:8]=[CH:7][C:6]([N:9]2[CH2:14][CH2:13][NH:12][CH2:11][CH2:10]2)=[CH:5][CH:4]=1.I[CH2:16][C:17](=[O:39])[C@@H:18]1[C@:35]2([CH3:36])[C@H:21]([C@H:22]3[C:32](=[CH:33][CH2:34]2)[C@:30]2([CH3:31])[C:25](=[CH:26][C:27](=[O:37])[CH:28]=[CH:29]2)[CH2:24][CH2:23]3)[CH2:20][C@H:19]1[CH3:38]>>[CH3:1][O:2][C:3]1[CH:4]=[CH:5][C:6]([N:9]2[CH2:14][CH2:13][N:12]([CH2:16][C:17](=[O:39])[C@@H:18]3[C@:35]4([CH3:36])[C@H:21]([C@H:22]5[C:32](=[CH:33][CH2:34]4)[C@:30]4([CH3:31])[C:25](=[CH:26][C:27](=[O:37])[CH:28]=[CH:29]4)[CH2:24][CH2:23]5)[CH2:20][C@H:19]3[CH3:38])[CH2:11][CH2:10]2)=[CH:7][CH:8]=1. Procedure details: Following the general procedure of EXAMPLES 1-6A, 7, 8, 11-19, 83, 126 and 139 and making non-critical variations but starting with 4 -(4-methoxyphenyl)piperazine (PREPARATION A-31) and 21-iodo-16αmethylpregna-1,4,9(11)-triene-3,20-dione (PREPARATION S-22), the title compound is obtained.